Dataset: the Open Reaction Database (ORD), a public repository of structured organic reaction records. Task: describe an organic reaction: reactants, conditions, products, and yield The reactants are ClCCl, [F-], [K+], O=Cc1cccc([N+](=O)[O-])c1, CCOP([O-])OCC. Product: CCOP(=O)(OCC)C(O)c1cccc([N+](=O)[O-])c1. RXN SMILES: [Cl:22][CH2:23][Cl:24].[F-:20].[K+:21].[N+:1](=[O:2])([O-:3])[c:4]1[cH:5][c:6]([CH:7]=[O:8])[cH:9][cH:10][cH:11]1.[P:12]([O:13][CH2:14][CH3:15])([O:16][CH2:17][CH3:18])[O-:19]>>[N+:1](=[O:2])([O-:3])[c:4]1[cH:5][c:6]([CH:7]([OH:8])[P:12]([O:13][CH2:14][CH3:15])([O:16][CH2:17][CH3:18])=[O:19])[cH:9][cH:10][cH:11]1.